This data is from the Open Reaction Database (ORD), a public repository of structured organic reaction records. The task is: describe an organic reaction: reactants, conditions, products, and yield Starting materials: O=C([O-])[O-], Cn1cc(B2OC(C)(C)C(C)(C)O2)cn1, COc1ccc(CN2Cc3c(F)c(NC(CC(C)C)C(N)=O)nc(Cl)c3C2=O)c(OC)c1, [Na+], [Na+], C1COCCO1. The product is COc1ccc(CN2Cc3c(F)c(NC(CC(C)C)C(N)=O)nc(-c4cnn(C)c4)c3C2=O)c(OC)c1. RXN SMILES: [C:54](=[O:55])([O-:56])[O-:57].[CH3:33][n:34]1[n:35][cH:36][c:37]([B:39]2[O:40][C:41]([CH3:42])([CH3:43])[C:44]([CH3:45])([CH3:46])[O:47]2)[cH:38]1.[Cl:1][c:2]1[n:3][c:4]([NH:24][CH:25]([C:26](=[O:27])[NH2:28])[CH2:29][CH:30]([CH3:31])[CH3:32])[c:5]([F:23])[c:6]2[c:7]1[C:8](=[O:22])[N:9]([CH2:11][c:12]1[c:13]([O:20][CH3:21])[cH:14][c:15]([O:18][CH3:19])[cH:16][cH:17]1)[CH2:10]2.[Na+:58].[Na+:59].[O:48]1[CH2:49][CH2:50][O:51][CH2:52][CH2:53]1>>[c:2]1(-[c:37]2[cH:36][n:35][n:34]([CH3:33])[cH:38]2)[n:3][c:4]([NH:24][CH:25]([C:26](=[O:27])[NH2:28])[CH2:29][CH:30]([CH3:31])[CH3:32])[c:5]([F:23])[c:6]2[c:7]1[C:8](=[O:22])[N:9]([CH2:11][c:12]1[c:13]([O:20][CH3:21])[cH:14][c:15]([O:18][CH3:19])[cH:16][cH:17]1)[CH2:10]2. Starting materials: O=C([O-])[O-], CC#N, CNC, ClCCl, Cl, [K+], [K+], O=[N+]([O-])c1ccc(OCCCCl)cc1, O. Yields the product CN(C)CCCOc1ccc([N+](=O)[O-])cc1. As a reaction SMILES: [C:15](=[O:16])([O-:17])[O-:18].[CH3:21][C:22]#[N:23].[CH3:25][NH:26][CH3:27].[Cl:28][CH2:29][Cl:30].[ClH:24].[K+:19].[K+:20].[N+:1](=[O:2])([O-:3])[c:4]1[cH:5][cH:6][c:7]([O:8][CH2:9][CH2:10][CH2:11][Cl:12])[cH:13][cH:14]1.[OH2:31]>>[N+:1](=[O:2])([O-:3])[c:4]1[cH:5][cH:6][c:7]([O:8][CH2:9][CH2:10][CH2:11][N:26]([CH3:25])[CH3:27])[cH:13][cH:14]1. The reactants are C(C)OP(=O)(OCC)CC1=CC=C(C(=O)OC)C=C1 (methyl 4-[(diethoxyphosphoryl)methyl]benzoate), [H-].[Na+] (sodium hydride), C1=C(C=CC2=CC=CC=C12)C=O (2-Naphthaldehyde). The solvent is C1CCOC1 (THF), C1CCOC1 (THF). Reaction conditions: time 1 hour. Product: C1=C(C=CC2=CC=CC=C12)/C=C/C1=CC=C(C(=O)OC)C=C1 (Methyl 4-[(E)-2-(2-naphthyl)ethenyl]benzoate). The yield is 91.7%. As a reaction SMILES: C(OP([CH2:9][C:10]1[CH:19]=[CH:18][C:13]([C:14]([O:16][CH3:17])=[O:15])=[CH:12][CH:11]=1)(OCC)=O)C.[H-].[Na+].[CH:22]1[C:31]2[C:26](=[CH:27][CH:28]=[CH:29][CH:30]=2)[CH:25]=[CH:24][C:23]=1[CH:32]=O>C1COCC1>[CH:22]1[C:31]2[C:26](=[CH:27][CH:28]=[CH:29][CH:30]=2)[CH:25]=[CH:24][C:23]=1/[CH:32]=[CH:9]/[C:10]1[CH:11]=[CH:12][C:13]([C:14]([O:16][CH3:17])=[O:15])=[CH:18][CH:19]=1 |f:1.2|. Reported procedure: To a solution of methyl 4-[(diethoxyphosphoryl)methyl]benzoate (916 mg, 3.20 mmol; see Preparation 4(i) above) in THF (20 mL, dry) under nitrogen atmosphere was added a sodium hydride (520 mg, 60% dispersion in oil, 13.00 mmol) at 0° C. 2-Naphthaldehyde (500 mg, 3.20 mmol) was dissolved in THF (10 mL, dry) then added dropwise to the reaction mixture at 0° C. under N2 and the reaction mixture stirred at room temperature for 1 h followed by quenching with water. The pH level of the mixture was adj... The reactants are ClC1=C(N)C=CC=C1 (2-chloroaniline), resultant mixture, C1(=CC=CC=C1)C1(CCCCC1)CCC(=O)O (3-phenyl-3-cyclohexanepropanoic acid), C(C(=O)Cl)(=O)Cl (oxalyl chloride). Solvent: C1(=CC=CC=C1)C (toluene), C(Cl)Cl (CH2Cl2). Run at temperature 0 celsius. Yields the product C1(=CC=CC=C1)C1(CCCCC1)CCC(=O)N (3-phenyl-3-cyclohexanepropanamide). Isolated yield 92.0%. RXN SMILES: [C:1]1([C:7]2([CH2:13][CH2:14][C:15]([OH:17])=O)[CH2:12][CH2:11][CH2:10][CH2:9][CH2:8]2)[CH:6]=[CH:5][CH:4]=[CH:3][CH:2]=1.C(Cl)(=O)C(Cl)=O.ClC1C=CC=CC=1[NH2:27]>C1(C)C=CC=CC=1.C(Cl)Cl>[C:1]1([C:7]2([CH2:13][CH2:14][C:15]([NH2:27])=[O:17])[CH2:12][CH2:11][CH2:10][CH2:9][CH2:8]2)[CH:6]=[CH:5][CH:4]=[CH:3][CH:2]=1. Procedure: A solution of 3-phenyl-3-cyclohexanepropanoic acid (0.5 g, 2.15 mmol) and oxalyl chloride (0.3 ml, 3.01 mmol) in 5 ml of toluene was stirred for 3 hours at 35-40° C. and then at room temperature overnight. The mixture was then concentrated in vacuo to provide a yellow oil which was dissolved in 5 ml of CH2Cl2, cooled to 0° C. and treated with 2-chloroaniline. The resultant mixture was stirred at 0° C. for 2 hours and filtered. The filtrate was then washed sequentially with 1.0N HCl, NaHCO3 and b...